From a dataset of the Open Reaction Database (ORD), a public repository of structured organic reaction records. describe an organic reaction: reactants, conditions, products, and yield Reactants: O=C(NC(=S)NCCCNc1ccccn1)c1ccccc1, O=C([O-])[O-], [K+], [K+], O. Product: NC(=S)NCCCNc1ccccn1. Reaction SMILES: [C:1](=[O:2])([c:3]1[cH:4][cH:5][cH:6][cH:7][cH:8]1)[NH:9][C:10](=[S:11])[NH:12][CH2:13][CH2:14][CH2:15][NH:16][c:17]1[n:18][cH:19][cH:20][cH:21][cH:22]1.[C:23](=[O:24])([O-:25])[O-:26].[K+:27].[K+:28].[OH2:29]>>[NH2:9][C:10](=[S:11])[NH:12][CH2:13][CH2:14][CH2:15][NH:16][c:17]1[n:18][cH:19][cH:20][cH:21][cH:22]1. Starting materials: ClC1=CC=C(C=C1)N1CCN(CC1)S(=O)(=O)CC(CCC=1C=NC=C(C1)Cl)=O (1-{[4-(4-chlorophenyl)piperazin-1-yl]sulfonyl}-4-(5-chloropyridin-3-yl)butan-2-one), [BH4-].[Na+] (sodium borohydride). The solvent is C(Cl)Cl.CO (CH2Cl2 MeOH). Run at time 40 minute. Product: ClC1=CC=C(C=C1)N1CCN(CC1)S(=O)(=O)CC(CCC=1C=NC=C(C1)Cl)O (1-{[4-(4-chlorophenyl)piperazin-1-yl]sulfonyl}-4-(5-chloropyridin-3-yl)butan-2-ol). The yield is 49.0%. Reaction SMILES: [Cl:1][C:2]1[CH:7]=[CH:6][C:5]([N:8]2[CH2:13][CH2:12][N:11]([S:14]([CH2:17][C:18](=[O:28])[CH2:19][CH2:20][C:21]3[CH:22]=[N:23][CH:24]=[C:25]([Cl:27])[CH:26]=3)(=[O:16])=[O:15])[CH2:10][CH2:9]2)=[CH:4][CH:3]=1.[BH4-].[Na+]>C(Cl)Cl.CO>[Cl:1][C:2]1[CH:7]=[CH:6][C:5]([N:8]2[CH2:13][CH2:12][N:11]([S:14]([CH2:17][CH:18]([OH:28])[CH2:19][CH2:20][C:21]3[CH:22]=[N:23][CH:24]=[C:25]([Cl:27])[CH:26]=3)(=[O:16])=[O:15])[CH2:10][CH2:9]2)=[CH:4][CH:3]=1 |f:1.2,3.4|. Procedure: To a stirred solution of 1-{[4-(4-chlorophenyl)piperazin-1-yl]sulfonyl}-4-(5-chloropyridin-3-yl)butan-2-one (228 mg, 0.51 mmol) in a mixed solvent system of CH2Cl2/MeOH (1:1, 5 mL) at RT was added solid sodium borohydride in one portion. The reaction was stirred for 40 minutes before being quenched with aqueous hydrochloric acid (1 M, 2 mL). The layers were then separated and the aqueous phase extracted with CH2Cl2 (3×5 mL). The combined organic extracts were dried, (MgSO4), filtered and concent... Reactants: Cl.C1(=CC=CC=C1)NN (phenylhydrazine hydrochloride), O=C(CCC(=O)OCC)CCC(=O)OCC (diethyl 4-oxoheptanedioate). Solvent: C1(=CC=CC=C1)C (Toluene). Run at time 48 hour. Yields the product O=C1CCC(=NN1C1=CC=CC=C1)CCC(=O)OCC (Ethyl 3 -(6-oxo-1-phenyl-1,4,5,6-tetrahydropyridazin-3 -yl)propanoate). As a reaction SMILES: Cl.[C:2]1([NH:8][NH2:9])[CH:7]=[CH:6][CH:5]=[CH:4][CH:3]=1.O=[C:11]([CH2:19][CH2:20][C:21](OCC)=[O:22])[CH2:12][CH2:13][C:14]([O:16][CH2:17][CH3:18])=[O:15]>C1(C)C=CC=CC=1>[O:22]=[C:21]1[N:8]([C:2]2[CH:7]=[CH:6][CH:5]=[CH:4][CH:3]=2)[N:9]=[C:11]([CH2:12][CH2:13][C:14]([O:16][CH2:17][CH3:18])=[O:15])[CH2:19][CH2:20]1 |f:0.1|. Procedure details: In a three neck flask equipped with a Dean-Stark trap, phenylhydrazine hydrochloride and diethyl 4-oxoheptanedioate (1 equiv.) were combined in Toluene (1.15 M). The suspension was stirred 48 h at reflux. The reaction mixture was cooled to rt and concentrated under vacuum to afford the desired material as a brown oil which was used as such in the next step.